From a dataset of the Open Reaction Database (ORD), a public repository of structured organic reaction records. describe an organic reaction: reactants, conditions, products, and yield The reactants are C(C)OP(OCC)(=O)C=C1C2=C(N(CCN1)C)C=C(C=C2)C2=CC(=CC=C2)OC ([8-(3-methoxyphenyl)-1-methyl-1,2,3,4-tetrahydrobenzo[e][1,4]diazepin-5-ylidenemethyl]phosphonic acid diethyl ester), [H-].[Na+] (sodium hydride), ClC1=CC=C(C=C1)SC1=C(C=O)C=CC=C1 (2-(4-chlorophenylthio)benzaldehyde). The solvent is O1CCCC1 (tetrahydrofuran). Run at time 3 hour. Product: Cl.Cl.ClC1=CC=C(C=C1)SC1=C(C=C\C\2=N/CCN(C3=C2C=CC(=C3)C3=CC(=CC=C3)OC)C)C=CC=C1 ((E)-5-[2-(4-chlorophenylthio)styryl]-2,3-dihydro-8-(3-methoxyphenyl)-1-methyl-1H-1,4-benzodiazepine dihydrochloride). The yield is 18.3%. As a reaction SMILES: C(OP([CH:9]=[C:10]1[NH:16][CH2:15][CH2:14][N:13]([CH3:17])[C:12]2[CH:18]=[C:19]([C:22]3[CH:27]=[CH:26][CH:25]=[C:24]([O:28][CH3:29])[CH:23]=3)[CH:20]=[CH:21][C:11]1=2)(=O)OCC)C.[H-].[Na+].[Cl:32][C:33]1[CH:38]=[CH:37][C:36]([S:39][C:40]2[CH:47]=[CH:46][CH:45]=[CH:44][C:41]=2[CH:42]=O)=[CH:35][CH:34]=1>O1CCCC1>[ClH:32].[ClH:32].[Cl:32][C:33]1[CH:38]=[CH:37][C:36]([S:39][C:40]2[CH:47]=[CH:46][CH:45]=[CH:44][C:41]=2[CH:42]=[CH:9][C:10]2=[N:16][CH2:15][CH2:14][N:13]([CH3:17])[C:12]3[CH:18]=[C:19]([C:22]4[CH:27]=[CH:26][CH:25]=[C:24]([O:28][CH3:29])[CH:23]=4)[CH:20]=[CH:21][C:11]2=3)=[CH:35][CH:34]=1 |f:1.2,5.6.7|. Procedure details: To 112 mg (0.27 mmol) of [8-(3-methoxyphenyl)-1-methyl-1,2,3,4-tetrahydro-benzo[e][1,4]diazepin-5-ylidenemethyl]phosphonic acid diethyl ester (prepared as described in Example 98) in 2 ml of tetrahydrofuran was added 19 mg (0.47 mmol) of sodium hydride (60% dispersion in mineral oil). After 10 minutes 70 mg (0.28 mmol) of 2-(4-chlorophenylthio)benzaldehyde was added and the mixture was stirred for 3 hours. The product was purified by column chromatography (20 g IST pre-packed column) eluting wit...